Dataset: the Open Reaction Database (ORD), a public repository of structured organic reaction records. Task: describe an organic reaction: reactants, conditions, products, and yield The reactants are C1CCOC1, CCOCCOc1ccc(-c2ccc3c(c2)C=C(C(=O)OC)CCN3)cc1, CC(=O)O, O=CO. The product is CCOCCOc1ccc(-c2ccc3c(c2)C=C(C(=O)OC)CCN3C=O)cc1. As a reaction SMILES: [CH2:35]1[O:36][CH2:37][CH2:38][CH2:39]1.[CH2:8]([CH3:9])[O:10][CH2:11][CH2:12][O:13][c:14]1[cH:15][cH:16][c:17](-[c:20]2[cH:21][cH:22][c:23]3[c:24]([cH:34]2)[CH:25]=[C:26]([C:30](=[O:31])[O:32][CH3:33])[CH2:27][CH2:28][NH:29]3)[cH:18][cH:19]1.[CH3:1][C:2]([OH:3])=[O:4].[CH:5]([OH:6])=[O:7]>>[CH:2](=[O:3])[N:29]1[c:23]2[cH:22][cH:21][c:20](-[c:17]3[cH:16][cH:15][c:14]([O:13][CH2:12][CH2:11][O:10][CH2:8][CH3:9])[cH:19][cH:18]3)[cH:34][c:24]2[CH:25]=[C:26]([C:30](=[O:31])[O:32][CH3:33])[CH2:27][CH2:28]1. Starting materials: Cl.N1(CCNCC1)C(CC1=CC=C(C=C1)N1N=NN=C1)=O (1-(piperazin-1-yl)-2-[4-(1H-tetrazol-1-yl)phenyl]ethanone hydrochloride), N1(N=NN=C1)C1=CC=C(C=C1)CC(=O)O ([4-(1H-tetrazol-1-yl)phenyl]acetic acid), C12CNCC(CC1)N2C(=O)OC(C)(C)C (tert-butyl 3,8-diazabicyclo[3.2.1]octane-8-carboxylate). Yields the product C12CN(CC(CC1)N2)C(CC2=CC=C(C=C2)N2N=NN=C2)=O (1-(3,8-Diazabicyclo[3.2.1]oct-3-yl)-2-[4-(1H-tetrazol-1-yl)phenyl]ethanone). Reaction SMILES: Cl.[N:2]1([C:8](=[O:21])[CH2:9][C:10]2[CH:15]=[CH:14][C:13]([N:16]3[CH:20]=[N:19][N:18]=[N:17]3)=[CH:12][CH:11]=2)[CH2:7][CH2:6][NH:5][CH2:4][CH2:3]1.N1([C:27]2C=CC(CC(O)=O)=C[CH:28]=2)C=NN=N1.C12N(C(OC(C)(C)C)=O)C(CC1)CNC2>>[CH:4]12[NH:5][CH:6]([CH2:27][CH2:28]1)[CH2:7][N:2]([C:8](=[O:21])[CH2:9][C:10]1[CH:11]=[CH:12][C:13]([N:16]3[CH:20]=[N:19][N:18]=[N:17]3)=[CH:14][CH:15]=1)[CH2:3]2 |f:0.1|. Procedure details: 1-(3,8-Diazabicyclo[3.2.1]oct-3-yl)-2-[4-(1H-tetrazol-1-yl)phenyl]ethanone was prepared in an analogous fashion as described above in the synthesis of 1-(piperazin-1-yl)-2-[4-(1H-tetrazol-1-yl)phenyl]ethanone hydrochloride starting from [4-(1H-tetrazol-1-yl)phenyl]acetic acid and tert-butyl 3,8-diazabicyclo[3.2.1]octane-8-carboxylate. LC/MS: [(M+1)]+=299. Product: ON=C(C)C1=C(C=C(C(=O)OC)C=C1)C (methyl 4-(1-(hydroxyimino)ethyl)-3-methylbenzoate). Reaction conditions: temperature 40 celsius. The solvent is CO (methanol). As a reaction SMILES: [C:1]([C:4]1[CH:13]=[CH:12][C:7]([C:8]([O:10][CH3:11])=[O:9])=[CH:6][C:5]=1[CH3:14])(=O)[CH3:2].Cl.[NH2:16][OH:17].C([O-])(=O)C.[Na+]>CO>[OH:17][N:16]=[C:1]([C:4]1[CH:13]=[CH:12][C:7]([C:8]([O:10][CH3:11])=[O:9])=[CH:6][C:5]=1[CH3:14])[CH3:2] |f:1.2,3.4|. Isolated yield 100.1%. Procedure details: Methyl 4-acetyl-3-methylbenzoate (1.49 g, 7.76 mmol), hydroxylamine hydrochloride (4.18 g, 60.1 mmol), and sodium acetate (4.93 g, 60.1 mmol) were suspended in methanol (40 mL) and the reaction mixture heated at 40° C. for 2 h. Upon cooling to room temperature the solvent was removed under reduced pressure. The residue obtained was partitioned between ethyl acetate (75 mL) and water (30 mL). The organic extract was washed with water (20 mL) and brine. The washed extract was dried over sodium sul... The reactants are C(C)(=O)C1=C(C=C(C(=O)OC)C=C1)C (Methyl 4-acetyl-3-methylbenzoate), Cl.NO (hydroxylamine hydrochloride), C(C)(=O)[O-].[Na+] (sodium acetate). The reactants are O1C(CCCC1)ONC(=O)C1=CC=C2CCNCC2=C1 (N-(tetrahydro-2H-pyran-2-yloxy)-1,2,3,4-tetrahydroisoquinoline-7-carboxamide), N1=C(C=CC=C1)CC(=O)O (2-pyridylacetic acid), C=1C=CC2=C(C1)N=NN2O (HOBt), C(CCl)Cl (EDC). The solvent is CN(C)C=O (DMF), C(C)N(CC)CC (triethylamine). Run at time 8 hour. Yields the product N1=C(C=CC=C1)CC(=O)N1CC2=CC(=CC=C2CC1)C(=O)NOC1OCCCC1 (2-(Pyridin-2-ylacetyl)-N-(tetrahydro-2H-pyran-2-yloxy)-1,2,3,4-tetrahydroisoquinoline-7-carboxamide). Isolated yield 45.4%. RXN SMILES: [O:1]1[CH2:6][CH2:5][CH2:4][CH2:3][CH:2]1[O:7][NH:8][C:9]([C:11]1[CH:20]=[C:19]2[C:14]([CH2:15][CH2:16][NH:17][CH2:18]2)=[CH:13][CH:12]=1)=[O:10].[N:21]1[CH:26]=[CH:25][CH:24]=[CH:23][C:22]=1[CH2:27][C:28](O)=[O:29].C1C=CC2N(O)N=NC=2C=1.C(Cl)CCl>CN(C=O)C.C(N(CC)CC)C>[N:21]1[CH:26]=[CH:25][CH:24]=[CH:23][C:22]=1[CH2:27][C:28]([N:17]1[CH2:16][CH2:15][C:14]2[C:19](=[CH:20][C:11]([C:9]([NH:8][O:7][CH:2]3[CH2:3][CH2:4][CH2:5][CH2:6][O:1]3)=[O:10])=[CH:12][CH:13]=2)[CH2:18]1)=[O:29]. Procedure: A mixture of 200 mg N-(tetrahydro-2H-pyran-2-yloxy)-1,2,3,4-tetrahydroisoquinoline-7-carboxamide, 138 mg 2-pyridylacetic acid, 98 mg HOBt, 278 mg EDC, 0.6 ml triethylamine and 8 ml DMF is stirred overnight at ambient temperature. The mixture is evaporated. 0.98 g of the residue are purified by silica gel flash chromatography. 130 mg of the title compound are obtained after drying as colorless foam. Reactants: C, CO, O=C(c1ccccc1)N1CCN(c2cc(Cl)nnc2-c2ccccc2)CC1, [Pd]. The product is O=C(c1ccccc1)N1CCN(c2ccnnc2-c2ccccc2)CC1. RXN SMILES: [C:30].[CH3:28][OH:29].[Cl:1][c:2]1[cH:3][c:4]([N:14]2[CH2:15][CH2:16][N:17]([C:20](=[O:21])[c:22]3[cH:23][cH:24][cH:25][cH:26][cH:27]3)[CH2:18][CH2:19]2)[c:5](-[c:8]2[cH:9][cH:10][cH:11][cH:12][cH:13]2)[n:6][n:7]1.[Pd:31]>>[cH:2]1[cH:3][c:4]([N:14]2[CH2:15][CH2:16][N:17]([C:20](=[O:21])[c:22]3[cH:23][cH:24][cH:25][cH:26][cH:27]3)[CH2:18][CH2:19]2)[c:5](-[c:8]2[cH:9][cH:10][cH:11][cH:12][cH:13]2)[n:6][n:7]1. Yields the product O=C(OC(Cc1c[nH]cn1)C(=O)O)C(Cc1ccccc1)Cc1ccccc1. Starting materials: O=C(OC(Cc1c[nH]cn1)C(=O)OCc1ccccc1)C(Cc1ccccc1)Cc1ccccc1, CO. Reaction SMILES: [CH2:1]([c:2]1[cH:3][cH:4][cH:5][cH:6][cH:7]1)[O:8][C:9]([CH:10]([CH2:11][c:12]1[n:13][cH:14][nH:15][cH:16]1)[O:17][C:18]([CH:19]([CH2:20][c:21]1[cH:22][cH:23][cH:24][cH:25][cH:26]1)[CH2:27][c:28]1[cH:29][cH:30][cH:31][cH:32][cH:33]1)=[O:34])=[O:35].[CH3:36][OH:37]>>[O:8]=[C:9]([CH:10]([CH2:11][c:12]1[n:13][cH:14][nH:15][cH:16]1)[O:17][C:18]([CH:19]([CH2:20][c:21]1[cH:22][cH:23][cH:24][cH:25][cH:26]1)[CH2:27][c:28]1[cH:29][cH:30][cH:31][cH:32][cH:33]1)=[O:34])[OH:35]. Reactants: BrC(Br)(Br)Br, CC(C)(C)OC(=O)N1CCOCC1C=O, O=C([O-])O, ClCCl, [Na+], c1ccc(P(c2ccccc2)c2ccccc2)cc1. Product: CC(C)(C)OC(=O)N1CCOCC1C=C(Br)Br. As a reaction SMILES: [C:20]([Br:21])([Br:22])([Br:23])[Br:24].[C:25]([CH3:26])([CH3:27])([CH3:28])[O:29][C:30](=[O:31])[N:32]1[CH:33]([CH:38]=[O:39])[CH2:34][O:35][CH2:36][CH2:37]1.[C:40](=[O:41])([O-:42])[OH:43].[Cl:45][CH2:46][Cl:47].[Na+:44].[c:1]1([P:2]([c:3]2[cH:4][cH:5][cH:6][cH:7][cH:8]2)[c:9]2[cH:10][cH:11][cH:12][cH:13][cH:14]2)[cH:15][cH:16][cH:17][cH:18][cH:19]1>>[C:20]([Br:21])([Br:24])=[CH:38][CH:33]1[N:32]([C:30]([O:29][C:25]([CH3:26])([CH3:27])[CH3:28])=[O:31])[CH2:37][CH2:36][O:35][CH2:34]1. Procedure details: 0.11 ml (1.3 mmol) of morpholine was added to 100 mg (0.13 mmol) of 1-[(2S,3S)-3-{N2 -[4-(N-bromoacetyl-N-methylamino)phenoxy]acetyl-L-asparaginyl}amino-2-hydroxy-4-phenylbutyryl]-N-t-butyl-L-prolinamide (prepared as described in Example 30), and the resulting mixture was allowed to stand for 4 days. At the end of this time, the reaction mixture was diluted with chloroform, and the diluted solution was washed with water. The solvent was then removed by distillation under reduced pressure, and th... Yields the product C(C)(=O)O.O1CCN(CC1)CC(=O)N(C)C1=CC=C(OCC(=O)N[C@@H](CC(N)=O)C(=O)N[C@H]([C@@H](C(=O)N2[C@H](C(=O)NC(C)(C)C)CCC2)O)CC2=CC=CC=C2)C=C1 (1-[(2S,3S)-3-{N2 -[4-(N-Morpholinoacetyl-N-methylamino)phenoxy]acetyl-L-asparaginyl}amino-2-hydroxy-4-phenylbutyryl]-N-t-butyl-L-prolinamide acetate). Reactants: N1CCOCC1 (morpholine), BrCC(=O)N(C)C1=CC=C(OCC(=O)N[C@@H](CC(N)=O)C(=O)N[C@H]([C@@H](C(=O)N2[C@H](C(=O)NC(C)(C)C)CCC2)O)CC2=CC=CC=C2)C=C1 (1-[(2S,3S)-3-{N2 -[4-(N-Bromoacetyl-N-methylamino)phenoxy]acetyl-L-asparaginyl}amino-2-hydroxy-4-phenylbutyryl]-N-t-butyl-L-prolinamide). Run in C(Cl)(Cl)Cl (chloroform). RXN SMILES: [NH:1]1[CH2:6][CH2:5][O:4][CH2:3][CH2:2]1.Br[CH2:8][C:9]([N:11]([C:13]1[CH:55]=[CH:54][C:16]([O:17][CH2:18][C:19]([NH:21][C@H:22]([C:27]([NH:29][C@@H:30]([CH2:47][C:48]2[CH:53]=[CH:52][CH:51]=[CH:50][CH:49]=2)[C@H:31]([OH:46])[C:32]([N:34]2[CH2:45][CH2:44][CH2:43][C@H:35]2[C:36]([NH:38][C:39]([CH3:42])([CH3:41])[CH3:40])=[O:37])=[O:33])=[O:28])[CH2:23][C:24](=[O:26])[NH2:25])=[O:20])=[CH:15][CH:14]=1)[CH3:12])=[O:10]>C(Cl)(Cl)Cl>[C:5]([OH:10])(=[O:4])[CH3:6].[O:4]1[CH2:5][CH2:6][N:1]([CH2:8][C:9]([N:11]([C:13]2[CH:55]=[CH:54][C:16]([O:17][CH2:18][C:19]([NH:21][C@H:22]([C:27]([NH:29][C@@H:30]([CH2:47][C:48]3[CH:53]=[CH:52][CH:51]=[CH:50][CH:49]=3)[C@H:31]([OH:46])[C:32]([N:34]3[CH2:45][CH2:44][CH2:43][C@H:35]3[C:36]([NH:38][C:39]([CH3:40])([CH3:41])[CH3:42])=[O:37])=[O:33])=[O:28])[CH2:23][C:24](=[O:26])[NH2:25])=[O:20])=[CH:15][CH:14]=2)[CH3:12])=[O:10])[CH2:2][CH2:3]1 |f:3.4|. Run at time 4 day. The yield is 92.8%. Starting materials: CN, CO, COC(=O)C1CN(c2cc(F)c3c(c2)oc(=O)n3C)C(=O)O1. Product: CNC(=O)C1CN(c2cc(F)c3c(c2)oc(=O)n3C)C(=O)O1. RXN SMILES: [CH3:1][NH2:2].[CH3:25][OH:26].[F:3][c:4]1[cH:5][c:6]([N:15]2[C:16](=[O:24])[O:17][CH:18]([C:20]([O:22][CH3:21])=[O:23])[CH2:19]2)[cH:7][c:8]2[c:9]1[n:10]([CH3:14])[c:11](=[O:13])[o:12]2>>[CH3:1][NH:2][C:20]([CH:18]1[O:17][C:16](=[O:24])[N:15]([c:6]2[cH:5][c:4]([F:3])[c:9]3[c:8]([cH:7]2)[o:12][c:11](=[O:13])[n:10]3[CH3:14])[CH2:19]1)=[O:22].